The task is: describe an organic reaction: reactants, conditions, products, and yield. This data is from the Open Reaction Database (ORD), a public repository of structured organic reaction records. The reactants are [N-]=[N+]=NCC1CCc2cccc(-c3c(Cl)cccc3Cl)c2O1, C1CCOC1, O, c1ccc(P(c2ccccc2)c2ccccc2)cc1. Yields the product NCC1CCc2cccc(-c3c(Cl)cccc3Cl)c2O1. As a reaction SMILES: [Cl:1][c:2]1[c:3](-[c:9]2[cH:10][cH:11][cH:12][c:13]3[c:18]2[O:17][CH:16]([CH2:19][N:20]=[N+:21]=[N-:22])[CH2:15][CH2:14]3)[c:4]([Cl:8])[cH:5][cH:6][cH:7]1.[O:42]1[CH2:43][CH2:44][CH2:45][CH2:46]1.[OH2:47].[c:23]1([P:24]([c:25]2[cH:26][cH:27][cH:28][cH:29][cH:30]2)[c:31]2[cH:32][cH:33][cH:34][cH:35][cH:36]2)[cH:37][cH:38][cH:39][cH:40][cH:41]1>>[Cl:1][c:2]1[c:3](-[c:9]2[cH:10][cH:11][cH:12][c:13]3[c:18]2[O:17][CH:16]([CH2:19][NH2:20])[CH2:15][CH2:14]3)[c:4]([Cl:8])[cH:5][cH:6][cH:7]1. Reactants: O.O.O.O.O.O.O.O.O.[S-2].[Na+].[Na+] (sodium sulfide nonahydrate), CC=1C(=C(N)C=CC1[N+](=O)[O-])[N+](=O)[O-] (3-methyl-2,4-dinitroaniline), ice, ( B ), C(C)O (ethanol). The solvent is O (water), ice. Yields the product NC1=C(C(=CC=C1N)[N+](=O)[O-])C (2,3-diamino-6-nitrotoluene). Reaction SMILES: [CH3:1][C:2]1[C:3]([N+:12]([O-])=O)=[C:4]([CH:6]=[CH:7][C:8]=1[N+:9]([O-:11])=[O:10])[NH2:5].C(O)C.O.O.O.O.O.O.O.O.O.[S-2].[Na+].[Na+]>O>[NH2:12][C:3]1[C:4]([NH2:5])=[CH:6][CH:7]=[C:8]([N+:9]([O-:11])=[O:10])[C:2]=1[CH3:1] |f:2.3.4.5.6.7.8.9.10.11.12.13|. Procedure: To a solution of 3-methyl-2,4-dinitroaniline (30 g, prepared by the procedure of A. J. Boulton, P. B. Ghosh, A. R. Katritzky, J. Chem Soc. (B), 1011 (1966)) in boiling ethanol (750 mL) is added dropwise over 90 minutes a solution of sodium sulfide nonahydrate (109.6 g) in water (750 mL). At the end of the addition, the mixture is refluxed for 30 minutes then poured in ice (2000g) and allowed to stand until all the ice has melted. The mixture is then extracted with methylene chloride and the orga... As a reaction SMILES: C(O[C:10]1[CH:19]=[C:18]2[C:13]([CH:14]=[CH:15][C:16]([OH:20])=[CH:17]2)=[CH:12][CH:11]=1)CCCCCCC>C1C2C(=CC=CC=2)C=CC=1O.C(Cl)(Cl)(Cl)Cl>[CH:11]1[CH:12]=[C:13]2[CH:14]=[CH:15][C:16]([OH:20])=[C:17]([C:17]3[C:18]4[C:13](=[CH:12][CH:11]=[CH:10][CH:19]=4)[CH:14]=[CH:15][C:16]=3[OH:20])[C:18]2=[CH:19][CH:10]=1. The reagents and catalysts are C1=C(C=CC2=CC=CC=C12)O (2-naphthol). The solvent is C(Cl)(Cl)(Cl)Cl (CCl4), C(Cl)(Cl)(Cl)Cl (CCl4). Procedure details: A reaction flask described in example 9 was charged with a solution of catalyst 1c (12.2 mg, 0.02 mmol) in anhydrous CCl4 (1 mL). The solution was stirred for 10 min under an oxygen atmosphere and then treated with a solution of 7-octyloxy-2-naphthol (54 mg, 0.2 mmol) in anhydrous CCl4 (1 mL) under 0° C. The reaction mixture was stirred at 0° C. until the reaction was complete (monitored by TLC). The crude mixture was concentrated under reduced pressure, and purified by column chromatography (Et... Reaction conditions: time 10 minute. Reactants: C(CCCCCCC)OC1=CC=C2C=CC(=CC2=C1)O (7-octyloxy-2-naphthol). Isolated yield 99.0%. Yields the product C1=CC=C2C(=C1)C=CC(=C2C3=C(C=CC4=CC=CC=C43)O)O ((R)-BINOL).